From a dataset of the Open Reaction Database (ORD), a public repository of structured organic reaction records. describe an organic reaction: reactants, conditions, products, and yield Starting materials: O (water), CC1=CC=C(C=C1)O (4-Methylphenol), C([O-])([O-])=O.[K+].[K+] (potassium carbonate), C(C(=O)C1=CC=CC=C1)Br (phenacyl bromide). The solvent is CC(=O)C (acetone). Reaction conditions: time 4 hour. The product is CC1=CC=C(OCC(C2=CC=CC=C2)=O)C=C1 ((4-Methylphenoxy)-benzoyl methane). RXN SMILES: [CH3:1][C:2]1[CH:7]=[CH:6][C:5]([OH:8])=[CH:4][CH:3]=1.C(=O)([O-])[O-].[K+].[K+].[CH2:15](Br)[C:16]([C:18]1[CH:23]=[CH:22][CH:21]=[CH:20][CH:19]=1)=[O:17].O>CC(C)=O>[CH3:1][C:2]1[CH:7]=[CH:6][C:5]([O:8][CH2:15][C:16](=[O:17])[C:18]2[CH:23]=[CH:22][CH:21]=[CH:20][CH:19]=2)=[CH:4][CH:3]=1 |f:1.2.3|. Procedure details: 4-Methylphenol (5.4g; 0.05 m) and potassium carbonate (6.9g; excess) were mixed in dry acetone (40 ml.) phenacyl bromide (9.95 g.; 0.05 m) was added and the mixture was boiled under reflux with vigorous stirring for 4 hours. The mixture was cooled to room temperature, poured into iced water extracted with ether, washed with dilute sodium hydroxide solution water, dried and evaporated. The crude product was recrystallised from ethanol to give the title compound, m.p. 65° C. Reactants: COC1C(NC2=CC=CC(=C2C1)C(CCN1CCN(CC1)C1=CC=CC=C1)=O)=O (methoxy-5-[1-oxo-3-(4-phenyl-1-piperazinyl)propyl]-3,4-dihydrocarbostyril), Br (hydrobromic acid), O (water). Yields the product OC=1C=CC(=C2CCC(NC12)=O)C(CCN1CCN(CC1)C1=CC=CC=C1)=O (8-hydroxy-5-[1-oxo-3-(4-phenyl-1-piperazinyl)propyl]-3,4-dihydrocarbostyril). As a reaction SMILES: CO[CH:3]1[CH2:12][C:11]2[C:6](=[CH:7][CH:8]=[CH:9][C:10]=2[C:13](=[O:28])[CH2:14][CH2:15][N:16]2[CH2:21][CH2:20][N:19]([C:22]3[CH:27]=[CH:26][CH:25]=[CH:24][CH:23]=3)[CH2:18][CH2:17]2)[NH:5][C:4]1=[O:29].Br.[OH2:31]>>[OH:31][C:7]1[CH:8]=[CH:9][C:10]([C:13](=[O:28])[CH2:14][CH2:15][N:16]2[CH2:21][CH2:20][N:19]([C:22]3[CH:23]=[CH:24][CH:25]=[CH:26][CH:27]=3)[CH2:18][CH2:17]2)=[C:11]2[C:6]=1[NH:5][C:4](=[O:29])[CH2:3][CH2:12]2. Reported procedure: To 19.7 g of methoxy-5-[1-oxo-3-(4-phenyl-1-piperazinyl)propyl]-3,4-dihydrocarbostyril was added 300 ml of 47%-hydrobromic acid and the mixture was refluxed for 18 hours. The reaction mixture was concentrated under a reduced pressure to dryness. Then to the residue thus obtained was added water and again concentrated under a reduced pressure to dryness. Acetone was added to the crystalline residue and collected by filtration and were recrystallize from methanol. The crystals were suspended in 50...